Dataset: the Open Reaction Database (ORD), a public repository of structured organic reaction records. Task: describe an organic reaction: reactants, conditions, products, and yield Starting materials: O1C(CCCC1)OC1CCOC=2N=CSC21 (7-((tetrahydro-2H-pyran-2-yl)oxy)-6,7-dihydro-5H-pyrano[2,3-d]thiazole), CC=1C=CC(=CC1)S(=O)(=O)O (PTSA). Run in C1CCOC1.O (THF H2O), C(Cl)Cl (DCM). The product is S1C=NC2=C1C(CCO2)O (6,7-Dihydro-5H-pyrano[2,3-d]thiazol-7-ol). As a reaction SMILES: O1CCCCC1[O:7][CH:8]1[C:16]2[S:15][CH:14]=[N:13][C:12]=2[O:11][CH2:10][CH2:9]1.CC1C=CC(S(O)(=O)=O)=CC=1>C1COCC1.O.C(Cl)Cl>[S:15]1[C:16]2[CH:8]([OH:7])[CH2:9][CH2:10][O:11][C:12]=2[N:13]=[CH:14]1 |f:2.3|. Reported procedure: A soln. of 7-((tetrahydro-2H-pyran-2-yl)oxy)-6,7-dihydro-5H-pyrano[2,3-d]thiazole (895 mg, 3.71 mmol) and PTSA (141 mg, 0.74 mmol) in THF/H2O (7.4 mL, 1:1) was stirred at RT overnight. The mixture was diluted with DCM, dried over Na2SO4, and conc. in vacuo. Purification by means of CC (40-100% EtOAc/Hept) provided a yellow oil. The reactants are ClC(CC(C#N)(C1=CC=CC=C1)C1=CC=CC=C1)=C (4-chloro-2,2-diphenyl-4-pentenenitrile), C(C)(C)(C)C=1C=C(C=C(C1O)C)SC1=CC(=C(C(=C1)C)O)C(C)(C)C (bis(3-t-butyl-4-hydroxy-5-methylphenyl) sulfide), ClCCCl (1,2-dichloroethane), ClC1=CC(=CC=C1)C(=O)OO (3-chloroperbenzoic acid), ClCCCl (1,2-dichloroethane), S(=O)([O-])[O-].[Na+].[Na+] (Sodium sulfite), starch iodide, peracid. Yields the product ClCC(CC(C#N)(C1=CC=CC=C1)C1=CC=CC=C1)=O (5-chloro-4-oxo-2,2-diphenylpentanenitrile). Reaction SMILES: ClC(=C)[CH2:3][C:4]([C:13]1[CH:18]=[CH:17][CH:16]=[CH:15][CH:14]=1)([C:7]1[CH:12]=[CH:11][CH:10]=[CH:9][CH:8]=1)[C:5]#[N:6].C(C1C=C(SC2C=C(C)C(O)=C(C(C)(C)C)C=2)C=C(C)C=1[OH:30])(C)(C)C.ClC1C=CC=C(C(OO)=O)C=1.S([O-])([O-])=O.[Na+].[Na+].[Cl:62][CH2:63][CH2:64]Cl>>[Cl:62][CH2:63][C:64](=[O:30])[CH2:3][C:4]([C:13]1[CH:18]=[CH:17][CH:16]=[CH:15][CH:14]=1)([C:7]1[CH:12]=[CH:11][CH:10]=[CH:9][CH:8]=1)[C:5]#[N:6] |f:3.4.5|. Reported procedure: A 265 g. portion of 4-chloro-2,2-diphenyl-4-pentenenitrile and 3.84 g. of bis(3-t-butyl-4-hydroxy-5-methylphenyl) sulfide were dissolved in 1 liter of 1,2-dichloroethane and heated to the reflux temperature, about 75°-80° C. To the mixture was added dropwise a solution of 276.9 g. of 3-chloroperbenzoic acid dissolved in 2.5 liters of 1,2-dichloroethane. The resulting solution was heated for 24 hours, and was then cooled to ambient temperature. Sodium sulfite solution was added until starch-iodid... The reactants are CI (methyliodide), CN(C)CC=1NC=CC1 (2-(N,N-dimethylaminomethyl)pyrrole). Solvent: CCOCC (ether), CCOCC (ether). Yields the product [I-].N1C(=CC=C1)C[N+](C)(C)C ((2-pyrryl)methyltrimethylammonium iodide). As a reaction SMILES: [CH3:1][I:2].[CH3:3][N:4]([CH2:6][C:7]1[NH:8][CH:9]=[CH:10][CH:11]=1)[CH3:5]>CCOCC>[I-:2].[NH:8]1[CH:9]=[CH:10][CH:11]=[C:7]1[CH2:6][N+:4]([CH3:1])([CH3:5])[CH3:3] |f:3.4|. Reported procedure: To a cold solution of 67 g (0.47 mole) of methyliodide in 150 ml of anhydrous ether was added slowly a dry ether solution of 50 gm of 2-(N,N-dimethylaminomethyl)pyrrole (0.37 mole). A white solid begain to precipitate out of solution. The mixture was heated to 30° for 1.5 hours, filtered and washed with 2/×30 ml of ether to obtain 59 gm of 2-pyrryl)methyltrimethylammonium iodide which was used in the next step without further purification. The reactants are Clc1ccc(Oc2ccccc2)cc1, NC1CC=CCN(OCc2ccccc2)C1=O, O=S(=O)(Cl)Cl, c1ccncc1. The product is O=C1C(NS(=O)(=O)c2ccc(Oc3ccc(Cl)cc3)cc2)CC=CCN1OCc1ccccc1. RXN SMILES: [Cl:23][c:24]1[cH:25][cH:26][c:27]([O:28][c:29]2[cH:30][cH:31][cH:32][cH:33][cH:34]2)[cH:35][cH:36]1.[NH2:1][CH:2]1[C:3](=[O:17])[N:4]([O:9][CH2:10][c:11]2[cH:12][cH:13][cH:14][cH:15][cH:16]2)[CH2:5][CH:6]=[CH:7][CH2:8]1.[S:18](=[O:19])(=[O:20])([Cl:21])[Cl:22].[cH:37]1[cH:38][cH:39][n:40][cH:41][cH:42]1>>[NH:1]([CH:2]1[C:3](=[O:17])[N:4]([O:9][CH2:10][c:11]2[cH:12][cH:13][cH:14][cH:15][cH:16]2)[CH2:5][CH:6]=[CH:7][CH2:8]1)[S:18](=[O:19])(=[O:20])[c:32]1[cH:31][cH:30][c:29]([O:28][c:27]2[cH:26][cH:25][c:24]([Cl:23])[cH:36][cH:35]2)[cH:34][cH:33]1.